Dataset: the Open Reaction Database (ORD), a public repository of structured organic reaction records. Task: describe an organic reaction: reactants, conditions, products, and yield Reactants: [OH-].[Li+] (lithium hydroxide), BrC1=CN(C2=NC=CC(=C21)OC2=C(C=C(C=C2F)NC(C(F)(F)F)=O)F)COCC[Si](C)(C)C (N-{4-[(3-bromo-1-{[2-(trimethylsilyl)ethoxy]methyl}-1H-pyrrolo[2,3-b]pyridin-4-yl)oxy]-3,5-difluorophenyl}-2,2,2-trifluoroacetamide), Cl (hydrogen chloride). Solvent: O (water), O (water), mixture, O1CCOCC1 (dioxane). Reaction conditions: time 60 hour. Yields the product BrC1=CNC2=NC=CC(=C21)OC2=C(C=C(N)C=C2F)F (4-[(3-Bromo-1H-pyrrolo[2,3-b]pyridin-4-yl)oxy]-3,5-difluoroaniline). Reaction SMILES: [Br:1][C:2]1[C:10]2[C:5](=[N:6][CH:7]=[CH:8][C:9]=2[O:11][C:12]2[C:17]([F:18])=[CH:16][C:15]([NH:19]C(=O)C(F)(F)F)=[CH:14][C:13]=2[F:26])[N:4](COCC[Si](C)(C)C)[CH:3]=1.Cl.[OH-].[Li+]>O1CCOCC1.O>[Br:1][C:2]1[C:10]2[C:5](=[N:6][CH:7]=[CH:8][C:9]=2[O:11][C:12]2[C:17]([F:18])=[CH:16][C:15]([NH2:19])=[CH:14][C:13]=2[F:26])[NH:4][CH:3]=1 |f:2.3|. Reported procedure: A solution of 201 mg of N-{4-[(3-bromo-1-{[2-(trimethylsilyl)ethoxy]methyl}-1H-pyrrolo[2,3-b]pyridin-4-yl)oxy]-3,5-difluorophenyl}-2,2,2-trifluoroacetamide (280 μmol) in 4.00 ml of a mixture of hydrogen chloride in dioxane (4N) is stirred at RT overnight, and the precipitated crystals are filtered off and washed with diethyl ether. The solid residue (131 mg) is dissolved in 20 ml of THF. 2.7 ml of a 5% strength solution of lithium hydroxide in water (5.62 mmol) are then added, and the mixture is... Reactants: O.ClC1=C(C=CC=C1)C1=NCC=2N(C3=C1C=C(S3)CCC=3C=CC(=C(C(=O)O)C3)CC(=O)NC3=CC(=CC=C3)\C=C\C=3SC=C(N3)C3CCC3)C(=NN2)C ((E)-5-[2-[4-(2-chlorophenyl)-9-methyl-6H-thieno-[3,2-f][1,2,4]triazolo[4,3-a][1,4]diazepin-2-yl]ethyl]-2-[2-[3-[2-(4-cyclobutyl-2-thiazolyl)ethenyl]phenylamino]-2-oxoethyl]-benzoic acid monohydrate), Cl.C(C)N=C=NCCCN(C)C (N-ethyl-N'-(3-dimethylaminopropyl)-carbodiimide hydrochloride), C(C=C)N (allylamine). The solvent is C(Cl)Cl (CH2Cl2). Conditions: time 18 hour. The product is ClC1=C(C=CC=C1)C1=NCC=2N(C3=C1C=C(S3)CCC3=CC(=C(C=C3)CC(=O)NC3=CC(=CC=C3)\C=C\C=3SC=C(N3)C3CCC3)C(=O)NCC=C)C(=NN2)C ((E)-4-[ 2-[4-(2-Chlorophenyl)-9-methyl-6H-thieno-[3,2-f][1,2,4]triazolo[4,3-a][1,4]-diazepin-2-yl]ethyl]-N-[3-[2-(4-cyclobutyl-2-thiazolyl)ethenyl]-phenyl]-2-[(2-propenylamino)carbonyl]benzeneacetamide). Yield: 57.8%. Reaction SMILES: O.[Cl:2][C:3]1[CH:8]=[CH:7][CH:6]=[CH:5][C:4]=1[C:9]1[C:15]2[CH:16]=[C:17]([CH2:19][CH2:20][C:21]3[CH:22]=[CH:23][C:24]([CH2:30][C:31]([NH:33][C:34]4[CH:39]=[CH:38][CH:37]=[C:36](/[CH:40]=[CH:41]/[C:42]5[S:43][CH:44]=[C:45]([CH:47]6[CH2:50][CH2:49][CH2:48]6)[N:46]=5)[CH:35]=4)=[O:32])=[C:25]([CH:29]=3)[C:26](O)=[O:27])[S:18][C:14]=2[N:13]2[C:51]([CH3:54])=[N:52][N:53]=[C:12]2[CH2:11][N:10]=1.Cl.C(N=C=[N:60][CH2:61][CH2:62][CH2:63]N(C)C)C.C(N)C=C>C(Cl)Cl>[Cl:2][C:3]1[CH:8]=[CH:7][CH:6]=[CH:5][C:4]=1[C:9]1[C:15]2[CH:16]=[C:17]([CH2:19][CH2:20][C:21]3[CH:22]=[CH:23][C:24]([CH2:30][C:31]([NH:33][C:34]4[CH:39]=[CH:38][CH:37]=[C:36](/[CH:40]=[CH:41]/[C:42]5[S:43][CH:44]=[C:45]([CH:47]6[CH2:48][CH2:49][CH2:50]6)[N:46]=5)[CH:35]=4)=[O:32])=[C:25]([C:26]([NH:60][CH2:61][CH:62]=[CH2:63])=[O:27])[CH:29]=3)[S:18][C:14]=2[N:13]2[C:51]([CH3:54])=[N:52][N:53]=[C:12]2[CH2:11][N:10]=1 |f:0.1,2.3|. Reported procedure: A mixture of 0.1 g (0.13 mmol) of (E)-5-[2-[4-(2-chlorophenyl)-9-methyl-6H-thieno-[3,2-f][1,2,4]triazolo[4,3-a][1,4]diazepin-2-yl]ethyl]-2-[2-[3-[2-(4-cyclobutyl-2-thiazolyl)ethenyl]phenylamino]-2-oxoethyl]-benzoic acid monohydrate, 0.03 g (0.16 mmol) of N-ethyl-N'-(3-dimethylaminopropyl)-carbodiimide hydrochloride, 0.02 mL (4 mmol) of allylamine and 15 mL of dry CH2Cl2 was stirred at room temperature under nitrogen for 18 hours and concentrated to dryness. The residue was purified by thick laye... Starting materials: ClC1=NC=2N3[C@H](CN(C2C=N1)CC(=O)N(CC1CCOCC1)C)COCC3 ((R)-2-(2-chloro-6a,7,9,10-tetrahydro-[1,4]oxazino[3,4-h]pteridin-5(6H)-yl)-N-methyl-N-((tetrahydro-2H-pyran-4-yl)methyl)acetamide), N1C=CC=2C(=CC=CC12)B(O)O (indole-4-boronic acid), C([O-])([O-])=O.[Na+].[Na+] (sodium carbonate). Reagents/catalysts: C=1C=CC(=CC1)[P](C=2C=CC=CC2)(C=3C=CC=CC3)[Pd]([P](C=4C=CC=CC4)(C=5C=CC=CC5)C=6C=CC=CC6)([P](C=7C=CC=CC7)(C=8C=CC=CC8)C=9C=CC=CC9)[P](C=1C=CC=CC1)(C=1C=CC=CC1)C=1C=CC=CC1 (tetrakis(triphenylphosphine)palladium(0)). Solvent: O1CCOCC1 (1,4-dioxane), O (water), CCOC(=O)C (EtOAc). Run at temperature 120 celsius. The product is N1C=CC2=C(C=CC=C12)C1=NC=2N3[C@H](CN(C2C=N1)CC(=O)N(CC1CCOCC1)C)COCC3 ((R)-2-(2-(1H-indol-4-yl)-6a,7,9,10-tetrahydro-[1,4]oxazino[3,4-h]pteridin-5(6H)-yl)-N-methyl-N-((tetrahydro-2H-pyran-4-yl)methyl)acetamide). Yield: 43.6%. Reaction SMILES: Cl[C:2]1[N:11]=[CH:10][C:9]2[N:8]([CH2:12][C:13]([N:15]([CH3:23])[CH2:16][CH:17]3[CH2:22][CH2:21][O:20][CH2:19][CH2:18]3)=[O:14])[CH2:7][C@@H:6]3[CH2:24][O:25][CH2:26][CH2:27][N:5]3[C:4]=2[N:3]=1.[NH:28]1[C:36]2[CH:35]=[CH:34][CH:33]=[C:32](B(O)O)[C:31]=2[CH:30]=[CH:29]1.C(=O)([O-])[O-].[Na+].[Na+]>O1CCOCC1.O.CCOC(C)=O.C1C=CC([P]([Pd]([P](C2C=CC=CC=2)(C2C=CC=CC=2)C2C=CC=CC=2)([P](C2C=CC=CC=2)(C2C=CC=CC=2)C2C=CC=CC=2)[P](C2C=CC=CC=2)(C2C=CC=CC=2)C2C=CC=CC=2)(C2C=CC=CC=2)C2C=CC=CC=2)=CC=1>[NH:28]1[C:36]2[C:31](=[C:32]([C:2]3[N:11]=[CH:10][C:9]4[N:8]([CH2:12][C:13]([N:15]([CH3:23])[CH2:16][CH:17]5[CH2:22][CH2:21][O:20][CH2:19][CH2:18]5)=[O:14])[CH2:7][C@@H:6]5[CH2:24][O:25][CH2:26][CH2:27][N:5]5[C:4]=4[N:3]=3)[CH:33]=[CH:34][CH:35]=2)[CH:30]=[CH:29]1 |f:2.3.4,^1:62,64,83,102|. Reported procedure: A mixture of (R)-2-(2-chloro-6a,7,9,10-tetrahydro-[1,4]oxazino[3,4-h]pteridin-5(6H)-yl)-N-methyl-N-((tetrahydro-2H-pyran-4-yl)methyl)acetamide (PREPARATION x79, 70 mg, 0.177 mmol), indole-4-boronic acid (42.7 mg, 0.265 mmol), tetrakis(triphenylphosphine)palladium(0) (20.43 mg, 0.018 mmol), and sodium carbonate (37.5 mg, 0.354 mmol) in 1,4-dioxane (0.7 mL) and water (0.35 mL) was heated to 120° C. for 1 hour in a microwave. After cooling to room temperature, the reaction mixture was diluted with ... The reactants are BrC1=CC=C(C=C1)C(C(=O)OCC)C(=O)OCC (diethyl 2-(4-bromophenyl)malonate), [H-].C(C(C)C)[Al+]CC(C)C (diisobutylaluminium hydride), CCCCCC (hexane), C(=O)([O-])C(O)C(O)C(=O)[O-].[Na+].[K+] (potassium sodium tartrate). The solvent is CCOCC (ether). Run at temperature 0 celsius, time 4 hour. Product: BrC1=CC=C(C=C1)C(CO)CO (2-(4-bromophenyl)propane-1,3-diol). The yield is 37.4%. Reaction SMILES: [Br:1][C:2]1[CH:7]=[CH:6][C:5]([CH:8]([C:14](OCC)=[O:15])[C:9](OCC)=[O:10])=[CH:4][CH:3]=1.[H-].C([Al+]CC(C)C)C(C)C.CCCCCC.C(C(C(C([O-])=O)O)O)([O-])=O.[Na+].[K+]>CCOCC>[Br:1][C:2]1[CH:3]=[CH:4][C:5]([CH:8]([CH2:14][OH:15])[CH2:9][OH:10])=[CH:6][CH:7]=1 |f:1.2,4.5.6|. Procedure: To a solution of diethyl 2-(4-bromophenyl)malonate (18.1 g, 57.5 mmol) in ether (285 ml) was added 0.98M-diisobutylaluminium hydride in hexane (259 ml, 254 mmol) at 0° C. under nitrogen atmosphere. The resulting mixture was stirred at 0° C. for 4 hours. Aqueous potassium sodium tartrate (0.57M, 500 ml) was added to the reaction mixture for quenching the aluminum reagent and the mixture was stirred for 14 hours. The organic layer was extracted with ethyl acetate and dried over sodium sulfate. Aft... Starting materials: CCOC(C)O, CN(C)c1cccc(N)c1, COc1cc2c(Cl)c(C#N)cnc2c(OC)c1OC, Cl, Cl, [Na+], [Na+], O=C([O-])[O-], O, c1ccncc1. The product is COc1cc2c(Nc3cccc(N(C)C)c3)c(C#N)cnc2c(OC)c1OC. As a reaction SMILES: [CH2:32]([O:33][CH:34]([OH:35])[CH3:36])[CH3:37].[CH3:22][N:23]([c:24]1[cH:25][c:26]([NH2:30])[cH:27][cH:28][cH:29]1)[CH3:31].[Cl:1][c:2]1[c:3]([C:18]#[N:19])[cH:4][n:5][c:6]2[c:7]([O:16][CH3:17])[c:8]([O:14][CH3:15])[c:9]([O:12][CH3:13])[cH:10][c:11]12.[ClH:20].[ClH:21].[Na+:38].[Na+:39].[O-:40][C:41](=[O:42])[O-:43].[OH2:44].[cH:45]1[cH:46][cH:47][n:48][cH:49][cH:50]1>>[c:2]1([NH:30][c:26]2[cH:25][c:24]([N:23]([CH3:22])[CH3:31])[cH:29][cH:28][cH:27]2)[c:3]([C:18]#[N:19])[cH:4][n:5][c:6]2[c:7]([O:16][CH3:17])[c:8]([O:14][CH3:15])[c:9]([O:12][CH3:13])[cH:10][c:11]12. Reactants: C1CC(=O)N(C1=O)Br (NBS), ClC1=C(SC=C1)C1=C(N=C2N1N=C(C=C2C(CC)CC)C)C (3-(3-chloro-thiophen-2-yl)-8-(1-ethyl-propyl)-2,6-dimethyl-imidazo[1,2-b]pyridazine). Conditions: time 8 hour. Product: BrC1=CC(=C(S1)C1=C(N=C2N1N=C(C=C2C(CC)CC)C)C)Cl (3-(5-bromo-3-chloro-thiophen-2-yl)-8-(1-ethyl-propyl)-2,6-dimethyl-imidazo[1,2-b]pyridazine). Reaction SMILES: [Cl:1][C:2]1[CH:6]=[CH:5][S:4][C:3]=1[C:7]1[N:11]2[N:12]=[C:13]([CH3:21])[CH:14]=[C:15]([CH:16]([CH2:19][CH3:20])[CH2:17][CH3:18])[C:10]2=[N:9][C:8]=1[CH3:22].C1C(=O)N([Br:30])C(=O)C1>C(Cl)Cl>[Br:30][C:5]1[S:4][C:3]([C:7]2[N:11]3[N:12]=[C:13]([CH3:21])[CH:14]=[C:15]([CH:16]([CH2:17][CH3:18])[CH2:19][CH3:20])[C:10]3=[N:9][C:8]=2[CH3:22])=[C:2]([Cl:1])[CH:6]=1. Procedure: To a solution of 3-(3-chloro-thiophen-2-yl)-8-(1-ethyl-propyl)-2,6-dimethyl-imidazo[1,2-b]pyridazine. (1.15 g, 3.44 mmol) and CH2Cl2 (12 mL) is added NBS (0.64 g, 3.62 mmol). The solution is stirred at ambient temperature overnight, washed with water (2×75 mL), brine (75 mL), dried over Na2SO4, filtered and concentrated to furnish the title compound (1.36 g, 3.29 mmol, 96%). 1H NMR (CDCl3), δ 0.88 (t, J=7.5 Hz, 6H), 1.74-1.92 (m, 4H), 2.49 (s, 3H), 2.53 (s, 3H), 3.26-3.36 (m, 1H), 6.70 (s, 1H), ... Isolated yield 96.0%. Run in C(Cl)Cl (CH2Cl2).